From a dataset of the Open Reaction Database (ORD), a public repository of structured organic reaction records. describe an organic reaction: reactants, conditions, products, and yield Reactants: C(C1=CC=CC=C1)NC1=NC(=C(C=C1F)F)NC(C)(C)C (2-benzylamino-6-(t-butylamino)-3,5-difluoropyridine), Cl (hydrochloric acid). The reagents and catalysts are [C].[Pd] (palladium carbon). The solvent is CO (methanol). Reaction conditions: time 1 day. Product: NC1=NC(=C(C=C1F)F)NC(C)(C)C (2-amino-6-(t-butylamino)-3,5-difluoropyridine). Yield: 44.7%. Reaction SMILES: C([NH:8][C:9]1[C:14]([F:15])=[CH:13][C:12]([F:16])=[C:11]([NH:17][C:18]([CH3:21])([CH3:20])[CH3:19])[N:10]=1)C1C=CC=CC=1.Cl>[C].[Pd].CO>[NH2:8][C:9]1[C:14]([F:15])=[CH:13][C:12]([F:16])=[C:11]([NH:17][C:18]([CH3:21])([CH3:20])[CH3:19])[N:10]=1 |f:2.3|. Reported procedure: To 60 ml of methanol were added 10.7 g of the crude 2-benzylamino-6-(t-butylamino)-3,5-difluoropyridine as described above together with 1.10 g of 10% palladium carbon and 3.8 g of concentrated hydrochloric acid, and the mixture was hydrogenated for one day. The catalyst was separated by filtration, and the solvent and the like were distilled off under reduced pressure. To the residue was added 150 ml of chloroform, and the mixture was washed with 80 ml of 10% aqueous solution of sodium carbonat... Starting materials: Cc1ccccc1, COC[PH](=O)CCC=O, NCc1ccccc1. The product is COC[PH](=O)CCC=NCc1ccccc1. RXN SMILES: [CH3:18][c:19]1[cH:20][cH:21][cH:22][cH:23][cH:24]1.[CH3:1][O:2][CH2:3][PH:4](=[O:5])[CH2:6][CH2:7][CH:8]=[O:9].[NH2:10][CH2:11][c:12]1[cH:13][cH:14][cH:15][cH:16][cH:17]1>>[CH3:1][O:2][CH2:3][PH:4](=[O:5])[CH2:6][CH2:7][CH:8]=[N:10][CH2:11][c:12]1[cH:13][cH:14][cH:15][cH:16][cH:17]1. Starting materials: COC(=O)C1=C(C=C(C=C1)NC(C1=CC=CC=C1)=O)NC(CC(C)C1=CC2=CC=CC=C2C=C1)=O (3-(naphth-2-yl)-butanoic acid-N-(2-methoxycarbonyl-5-benzoylamino-phenyl)-amide), [OH-].[Na+] (sodium hydroxide). Solvent: CO (methanol). Product: C(=O)(O)C1=C(C=C(C=C1)NC(C1=CC=CC=C1)=O)NC(CC(C)C1=CC2=CC=CC=C2C=C1)=O (3-(naphth-2-yl)-butanoic acid-N-(2-carboxy-5-benzoylamino-phenyl)-amide). As a reaction SMILES: C[O:2][C:3]([C:5]1[CH:10]=[CH:9][C:8]([NH:11][C:12](=[O:19])[C:13]2[CH:18]=[CH:17][CH:16]=[CH:15][CH:14]=2)=[CH:7][C:6]=1[NH:20][C:21](=[O:35])[CH2:22][CH:23]([C:25]1[CH:34]=[CH:33][C:32]2[C:27](=[CH:28][CH:29]=[CH:30][CH:31]=2)[CH:26]=1)[CH3:24])=[O:4].[OH-].[Na+]>CO>[C:3]([C:5]1[CH:10]=[CH:9][C:8]([NH:11][C:12](=[O:19])[C:13]2[CH:14]=[CH:15][CH:16]=[CH:17][CH:18]=2)=[CH:7][C:6]=1[NH:20][C:21](=[O:35])[CH2:22][CH:23]([C:25]1[CH:34]=[CH:33][C:32]2[C:27](=[CH:28][CH:29]=[CH:30][CH:31]=2)[CH:26]=1)[CH3:24])([OH:4])=[O:2] |f:1.2|. Reported procedure: Prepared analogously to Example 2 from 3-(naphth-2-yl)-butanoic acid-N-(2-methoxycarbonyl-5-benzoylamino-phenyl)-amide and sodium hydroxide solution in methanol. Starting materials: CC(C)(C)OC(=O)N1CCC(N(CC2CCC2)C(=O)c2ccccc2C(F)(F)F)C1, Cl, C1COCCO1. Yields the product O=C(c1ccccc1C(F)(F)F)N(CC1CCC1)C1CCNC1, Cl. As a reaction SMILES: [CH:1]1([CH2:5][N:6]([CH:7]2[CH2:8][N:9]([C:12]([O:13][C:14]([CH3:15])([CH3:16])[CH3:17])=[O:18])[CH2:10][CH2:11]2)[C:19]([c:20]2[c:21]([C:26]([F:27])([F:28])[F:29])[cH:22][cH:23][cH:24][cH:25]2)=[O:30])[CH2:2][CH2:3][CH2:4]1.[ClH:31].[O:32]1[CH2:33][CH2:34][O:35][CH2:36][CH2:37]1>>[CH:1]1([CH2:5][N:6]([CH:7]2[CH2:8][NH:9][CH2:10][CH2:11]2)[C:19]([c:20]2[c:21]([C:26]([F:27])([F:28])[F:29])[cH:22][cH:23][cH:24][cH:25]2)=[O:30])[CH2:2][CH2:3][CH2:4]1.[ClH:31]. The reactants are CC(=O)O, CCS(=O)(=O)c1cccc(-c2cc(C(F)(F)F)c(C)c([N+](=O)[O-])c2-c2cc(C)cnc2F)c1, [Fe], O. As a reaction SMILES: [C:34]([OH:35])(=[O:36])[CH3:37].[CH2:1]([CH3:2])[S:3](=[O:4])(=[O:5])[c:6]1[cH:7][c:8](-[c:12]2[c:13](-[c:26]3[c:27]([F:33])[n:28][cH:29][c:30]([CH3:32])[cH:31]3)[c:14]([N+:23]([O-:24])=[O:25])[c:15]([CH3:22])[c:16]([C:18]([F:19])([F:20])[F:21])[cH:17]2)[cH:9][cH:10][cH:11]1.[Fe:38].[OH2:39]>>[CH2:1]([CH3:2])[S:3](=[O:4])(=[O:5])[c:6]1[cH:7][c:8](-[c:12]2[c:13](-[c:26]3[c:27]([F:33])[n:28][cH:29][c:30]([CH3:32])[cH:31]3)[c:14]([NH2:23])[c:15]([CH3:22])[c:16]([C:18]([F:19])([F:20])[F:21])[cH:17]2)[cH:9][cH:10][cH:11]1. Yields the product CCS(=O)(=O)c1cccc(-c2cc(C(F)(F)F)c(C)c(N)c2-c2cc(C)cnc2F)c1. Starting materials: CN(C)c1ccc(C(=O)Cl)cc1, O=C(O)C(F)(F)F, c1ccncc1, Nc1ccc(Nc2cc(-c3cccc4c3oc3ccccc34)ncn2)cc1. The product is CN(C)c1ccc(C(=O)Nc2ccc(Nc3cc(-c4cccc5c4oc4ccccc45)ncn3)cc2)cc1. RXN SMILES: [CH3:35][N:36]([c:37]1[cH:38][cH:39][c:40]([C:41](=[O:42])[Cl:43])[cH:44][cH:45]1)[CH3:46].[F:1][C:2]([F:3])([F:4])[C:5]([OH:6])=[O:7].[cH:47]1[cH:48][cH:49][n:50][cH:51][cH:52]1.[cH:8]1[cH:9][cH:10][c:11](-[c:21]2[cH:22][c:23]([NH:27][c:28]3[cH:29][cH:30][c:31]([NH2:34])[cH:32][cH:33]3)[n:24][cH:25][n:26]2)[c:12]2[o:13][c:14]3[c:15]([c:16]12)[cH:17][cH:18][cH:19][cH:20]3>>[cH:8]1[cH:9][cH:10][c:11](-[c:21]2[cH:22][c:23]([NH:27][c:28]3[cH:29][cH:30][c:31]([NH:34][C:41]([c:40]4[cH:39][cH:38][c:37]([N:36]([CH3:35])[CH3:46])[cH:45][cH:44]4)=[O:42])[cH:32][cH:33]3)[n:24][cH:25][n:26]2)[c:12]2[o:13][c:14]3[c:15]([c:16]12)[cH:17][cH:18][cH:19][cH:20]3. Starting materials: COC(=O)c1cc(SC#N)cn1C, CI, C[O-], CO, [Na+]. Yields the product COC(=O)c1cc(SC)cn1C. RXN SMILES: [C:1](#[N:2])[S:3][c:4]1[cH:5][c:6]([C:10](=[O:11])[O:12][CH3:13])[n:7]([CH3:9])[cH:8]1.[CH3:14][I:15].[CH3:16][O-:17].[CH3:19][OH:20].[Na+:18]>>[CH3:1][S:3][c:4]1[cH:5][c:6]([C:10](=[O:11])[O:12][CH3:13])[n:7]([CH3:9])[cH:8]1. Solvent: C(Cl)Cl (methylene chloride). Yields the product C(C)O[Si](CCCNC(=O)OCCCCCCOC=1C=C2C=CC(=CC2=CC1)/C=C/C(=O)OC)(OCC)OCC (Methyl (E)-3-{6-[6-(3-triethoxysilanylpropylcarbamoyloxy)hexyloxy]naphthalen-2-yl}acrylate). Procedure details: A mixture of 500 mg of methyl (E)-3-[6-(6-hydroxyhexyloxy)naphthalen-2-yl]acrylate, 25 ml of methylene chloride, 0.376 ml of 3-triethoxysilanylpropyl isocyanate and 0.009 ml of dibutyltin dilaurate was heated under reflux for 3 hrs. Thereafter, a further 0.009 ml of dibutyltin dilaurate was added and the mixture was left to react under reflux for 16 hrs. Then, the reaction solution was cooled to room temperature, evaporated completely and the residue was chromatographed on 150 g of silica gel wi... RXN SMILES: [OH:1][CH2:2][CH2:3][CH2:4][CH2:5][CH2:6][CH2:7][O:8][C:9]1[CH:10]=[C:11]2[C:16](=[CH:17][CH:18]=1)[CH:15]=[C:14](/[CH:19]=[CH:20]/[C:21]([O:23][CH3:24])=[O:22])[CH:13]=[CH:12]2.[CH2:25]([O:27][Si:28]([O:38][CH2:39][CH3:40])([O:35][CH2:36][CH3:37])[CH2:29][CH2:30][CH2:31][N:32]=[C:33]=[O:34])[CH3:26].C([O-])(=O)CCCCCCCCCCC.C([O-])(=O)CCCCCCCCCCC.C([Sn+2]CCCC)CCC>C(Cl)Cl>[CH2:36]([O:35][Si:28]([O:38][CH2:39][CH3:40])([O:27][CH2:25][CH3:26])[CH2:29][CH2:30][CH2:31][NH:32][C:33]([O:1][CH2:2][CH2:3][CH2:4][CH2:5][CH2:6][CH2:7][O:8][C:9]1[CH:10]=[C:11]2[C:16](=[CH:17][CH:18]=1)[CH:15]=[C:14](/[CH:19]=[CH:20]/[C:21]([O:23][CH3:24])=[O:22])[CH:13]=[CH:12]2)=[O:34])[CH3:37] |f:2.3.4|. Starting materials: OCCCCCCOC=1C=C2C=CC(=CC2=CC1)/C=C/C(=O)OC (methyl (E)-3-[6-(6-hydroxyhexyloxy)naphthalen-2-yl]acrylate), C(C)O[Si](CCCN=C=O)(OCC)OCC (3-triethoxysilanylpropyl isocyanate), C(CCCCCCCCCCC)(=O)[O-].C(CCCCCCCCCCC)(=O)[O-].C(CCC)[Sn+2]CCCC (dibutyltin dilaurate), C(CCCCCCCCCCC)(=O)[O-].C(CCCCCCCCCCC)(=O)[O-].C(CCC)[Sn+2]CCCC (dibutyltin dilaurate). The reactants are COc1nc(Br)cnc1N, O=S(=O)(Cl)c1cccc(Cl)c1. Product: COc1nc(Br)cnc1NS(=O)(=O)c1cccc(Cl)c1. As a reaction SMILES: [Br:1][c:2]1[n:3][c:4]([O:9][CH3:10])[c:5]([NH2:8])[n:6][cH:7]1.[Cl:11][c:12]1[cH:13][c:14]([S:18](=[O:19])(=[O:20])[Cl:21])[cH:15][cH:16][cH:17]1>>[Br:1][c:2]1[n:3][c:4]([O:9][CH3:10])[c:5]([NH:8][S:18]([c:14]2[cH:13][c:12]([Cl:11])[cH:17][cH:16][cH:15]2)(=[O:19])=[O:20])[n:6][cH:7]1. As a reaction SMILES: F[C:2]1[C:7]([F:8])=[CH:6][C:5]([C:9]([F:12])([F:11])[F:10])=[CH:4][N:3]=1.[OH:13][C:14]1[CH:21]=[CH:20][C:17]([CH:18]=[O:19])=[CH:16][CH:15]=1.C(=O)([O-])[O-].[K+].[K+]>C(#N)C.O>[F:10][C:9]([F:12])([F:11])[C:5]1[CH:6]=[C:7]([F:8])[C:2]([O:13][C:14]2[CH:21]=[CH:20][C:17]([CH:18]=[O:19])=[CH:16][CH:15]=2)=[N:3][CH:4]=1 |f:2.3.4|. Starting materials: FC1=NC=C(C=C1F)C(F)(F)F (2,3-difluoro-5-(trifluoromethyl)pyridine), OC1=CC=C(C=O)C=C1 (p-hydroxybenzaldehyde), C([O-])([O-])=O.[K+].[K+] (potassium carbonate). Run at time 21 hour. Procedure details: To a solution of 36.6 g (0.20 mol) of 2,3-difluoro-5-(trifluoromethyl)pyridine in 150 ml of acetonitrile was added 25.6 g (0.21 mol) of p-hydroxybenzaldehyde, 29.0 g (0.21 mol) of powdered potassium carbonate and 50 mL of acetonitrile. The slurry was stirred at ambient temperature for 21 hours and then diluted with 300 mL of water. The organic layer was separated in a separatory funnel and washed twice with 150 mL portions of water followed by washing with 100 mL of a 10 percent potassium carbon... Solvent: O (water), C(C)#N (acetonitrile), C(C)#N (acetonitrile). Product: FC(C=1C=C(C(=NC1)OC1=CC=C(C=O)C=C1)F)(F)F (4-(5-(Trifluoromethyl)-3-fluoro-2-pyridyloxy)benzaldehyde).